Dataset: the Open Reaction Database (ORD), a public repository of structured organic reaction records. Task: describe an organic reaction: reactants, conditions, products, and yield Starting materials: COC=C1CCC(c2ccc(C#N)cc2)CC1, Cl, O. Product: N#Cc1ccc(C2CCC(C=O)CC2)cc1. Reaction SMILES: [CH3:1][O:2][CH:3]=[C:4]1[CH2:5][CH2:6][CH:7]([c:10]2[cH:11][cH:12][c:13]([C:14]#[N:15])[cH:16][cH:17]2)[CH2:8][CH2:9]1.[ClH:18].[OH2:19]>>[O:2]=[CH:3][CH:4]1[CH2:5][CH2:6][CH:7]([c:10]2[cH:11][cH:12][c:13]([C:14]#[N:15])[cH:16][cH:17]2)[CH2:8][CH2:9]1.